The task is: describe an organic reaction: reactants, conditions, products, and yield. This data is from the Open Reaction Database (ORD), a public repository of structured organic reaction records. RXN SMILES: [CH2:1]([CH3:2])[S:3][c:4]1[s:5][c:6]([C:9](=[O:10])[NH:11][CH2:12][CH2:13][CH2:14][CH2:15][CH:16]=[CH2:17])[cH:7][n:8]1.[CH3:20][C:21](=[O:22])[OH:23].[OH:18][OH:19]>>[CH2:1]([CH3:2])[S:3]([c:4]1[s:5][c:6]([C:9](=[O:10])[NH:11][CH2:12][CH2:13][CH2:14][CH2:15][CH:16]=[CH2:17])[cH:7][n:8]1)=[O:18]. Starting materials: C=CCCCCNC(=O)c1cnc(SCC)s1, CC(=O)O, OO. Yields the product C=CCCCCNC(=O)c1cnc(S(=O)CC)s1.